Task: describe an organic reaction: reactants, conditions, products, and yield. Dataset: the Open Reaction Database (ORD), a public repository of structured organic reaction records Reactants: ClC=1C=CC=C2C=C(N=C(C12)O[C@@H]1CN(CC1)C(=O)OC(C)(C)C)C#N ((S)-tert-butyl 3-((8-chloro-3-cyanoisoquinolin-1-yl)oxy)pyrrolidine-1-carboxylate), NN.O (NH2NH2—H2O). Solvent: CO (MeOH). Product: ClC=1C=CC=C2C=C(N=C(C12)O[C@@H]1CN(CC1)C(=O)OC(C)(C)C)C(=N)NN ((S)-tert-butyl 3-((8-chloro-3-(hydrazinyl(imino)methyl)isoquinolin-1-yl)oxy)pyrrolidine-1-carboxylate). RXN SMILES: [Cl:1][C:2]1[CH:3]=[CH:4][CH:5]=[C:6]2[C:11]=1[C:10]([O:12][C@H:13]1[CH2:17][CH2:16][N:15]([C:18]([O:20][C:21]([CH3:24])([CH3:23])[CH3:22])=[O:19])[CH2:14]1)=[N:9][C:8]([C:25]#[N:26])=[CH:7]2.[NH2:27][NH2:28].O>CO>[Cl:1][C:2]1[CH:3]=[CH:4][CH:5]=[C:6]2[C:11]=1[C:10]([O:12][C@H:13]1[CH2:17][CH2:16][N:15]([C:18]([O:20][C:21]([CH3:23])([CH3:22])[CH3:24])=[O:19])[CH2:14]1)=[N:9][C:8]([C:25]([NH:27][NH2:28])=[NH:26])=[CH:7]2 |f:1.2|. Procedure details: To (S)-tert-butyl 3-((8-chloro-3-cyanoisoquinolin-1-yl)oxy)pyrrolidine-1-carboxylate (120 mg, 0.32 mmol) in MeOH (50 mL) was added NH2NH2—H2O (5 mL). The resulting mixture was heated to reflux for 2 hours and then cooled and concentrated in vacuo to give the title compound as a yellow solid, which was used without further purification (130.3 mg, 100%). ESI-MS m/z [M+H]+ 406.2.